This data is from the Open Reaction Database (ORD), a public repository of structured organic reaction records. The task is: describe an organic reaction: reactants, conditions, products, and yield The reactants are [Cl-].[NH4+] (ammonium chloride), C1=CC=CC=2C3=CC=CC=C3C(C12)=O (9-fluorenone), solution, C(CCC)[Li] (butyllithium), hexanes, BrC1=CC(=CC=C1)Cl (1-bromo-3-chlorobenzene). The solvent is C(C)OCC (diethyl ether), C(C)OCC (diethyl ether). Run at temperature -40 celsius. Yields the product ClC=1C=C(C=CC1)C1(C2=CC=CC=C2C=2C=CC=CC12)O (9-(3-Chlorophenyl)-9H-fluoren-9-ol). Reaction SMILES: C([Li])CCC.Br[C:7]1[CH:12]=[CH:11][CH:10]=[C:9]([Cl:13])[CH:8]=1.[CH:14]1[C:26]2[C:25](=[O:27])[C:24]3[C:19](=[CH:20][CH:21]=[CH:22][CH:23]=3)[C:18]=2[CH:17]=[CH:16][CH:15]=1.[Cl-].[NH4+]>C(OCC)C>[Cl:13][C:9]1[CH:8]=[C:7]([C:25]2([OH:27])[C:24]3[CH:23]=[CH:22][CH:21]=[CH:20][C:19]=3[C:18]3[C:26]2=[CH:14][CH:15]=[CH:16][CH:17]=3)[CH:12]=[CH:11][CH:10]=1 |f:3.4|. Procedure: A 2.5M solution of butyllithium in hexanes (1.8 eq), (Aldrich) was added dropwise to a solution of 1-bromo-3-chlorobenzene (1.5 eq) in anhydrous diethyl ether with stirring under argon at -40° C. After stirring at room temperature for 0.5 h, a solution of 9-fluorenone (1 eq), (Aldrich) in anhydrous diethyl ether was added dropwise to the mixture with stirring and cooling at 0° C. The reaction mixture was stirred at room temperature for 1 h, poured into a saturated solution of ammonium chloride a... Reactants: CN1N=CN=C1CCl (2-methyl-3-chloromethyl-1,2,4-triazole), C[Si]([N-][Si](C)(C)C)(C)C.[K+] (potassium hexamethyldisilazide), C1(=CC=CC=C1)C (toluene), FC1=C(C=CC=C1)C1=NNN2C1=NC(C1=CC=CC=C21)=O (3-(2-fluorophenyl)-1,2,3-triazolo[1,5-α]quinazolin-5-one). Solvent: CN(C)C=O (DMF), CN(C)C=O (DMF), O (water). Run at time 10 minute. Product: FC1=C(C=CC=C1)C=1N=NN2C1N=C(C1=CC=CC=C21)OCC=2N(N=CN2)C (3-(2-fluorophenyl)-5-(2-methyl-2H-1,2,4-triazol-3-ylmethoxy)-1,2,3-triazolo[1,5-α]quinazoline). The yield is 47.2%. RXN SMILES: C[Si](C)(C)[N-][Si](C)(C)C.[K+].C1(C)C=CC=CC=1.[F:18][C:19]1[CH:24]=[CH:23][CH:22]=[CH:21][C:20]=1[C:25]1[C:29]2=[N:30][C:31](=[O:38])[C:32]3[C:37]([N:28]2[NH:27][N:26]=1)=[CH:36][CH:35]=[CH:34][CH:33]=3.[CH3:39][N:40]1[C:44]([CH2:45]Cl)=[N:43][CH:42]=[N:41]1>CN(C=O)C.O>[F:18][C:19]1[CH:24]=[CH:23][CH:22]=[CH:21][C:20]=1[C:25]1[N:26]=[N:27][N:28]2[C:37]3[C:32](=[CH:33][CH:34]=[CH:35][CH:36]=3)[C:31]([O:38][CH2:45][C:44]3[N:40]([CH3:39])[N:41]=[CH:42][N:43]=3)=[N:30][C:29]=12 |f:0.1|. Reported procedure: A solution of potassium hexamethyldisilazide in toluene (0.5 M, 4 ml, 2.0 mmol) was added at room temperature under nitrogen to a stirred solution of 3-(2-fluorophenyl)-1,2,3-triazolo[1,5-α]quinazolin-5-one (0.56 g, 2.0 mmol) in dry DMF (10 ml). The dark brown solution was stirred for 10 min followed by addition of a solution of 2-methyl-3-chloromethyl-1,2,4-triazole (0.35 g, 2.65 mmol) in dry DMF (3 ml). The red solution was stirred at room temperature for 3 days, then poured into water (120 ml... The reactants are ClC=1C=C(C=CC1OC(C)C)C1=NC(=NO1)C1=C2C=CN=C(C2=CC=C1)NCCC(=O)OC(C)(C)C (1,1-Dimethylethyl N-[5-(5-{3-chloro-4-[(1-methylethyl)oxy]phenyl}-1,2,4-oxadiazol-3-yl)-1-isoquinolinyl]-β-alaninate), Cl (HCl). Solvent: O1CCOCC1 (1,4-dioxane). Run at temperature 50 celsius. Yields the product Cl.ClC=1C=C(C=CC1OC(C)C)C1=NC(=NO1)C1=C2C=CN=C(C2=CC=C1)NCCC(=O)O (N-[5-(5-{3-Chloro-4-[(1-methylethyl)oxy]phenyl}-1,2,4-oxadiazol-3-yl)-1-isoquinolinyl]-β-alanine hydrochloride salt). Yield: 209.6%. RXN SMILES: [Cl:1][C:2]1[CH:3]=[C:4]([C:12]2[O:16][N:15]=[C:14]([C:17]3[CH:26]=[CH:25][CH:24]=[C:23]4[C:18]=3[CH:19]=[CH:20][N:21]=[C:22]4[NH:27][CH2:28][CH2:29][C:30]([O:32]C(C)(C)C)=[O:31])[N:13]=2)[CH:5]=[CH:6][C:7]=1[O:8][CH:9]([CH3:11])[CH3:10].Cl>O1CCOCC1>[ClH:1].[Cl:1][C:2]1[CH:3]=[C:4]([C:12]2[O:16][N:15]=[C:14]([C:17]3[CH:26]=[CH:25][CH:24]=[C:23]4[C:18]=3[CH:19]=[CH:20][N:21]=[C:22]4[NH:27][CH2:28][CH2:29][C:30]([OH:32])=[O:31])[N:13]=2)[CH:5]=[CH:6][C:7]=1[O:8][CH:9]([CH3:11])[CH3:10] |f:3.4|. Procedure details: 1,1-Dimethylethyl N-[5-(5-{3-chloro-4-[(1-methylethyl)oxy]phenyl}-1,2,4-oxadiazol-3-yl)-1-isoquinolinyl]-β-alaninate (D9; 20 mg, 0.039 mmol) and 0.5M HCl in 1,4-dioxane (10 ml) were stirred at room temperature for 2.5 h. The reaction mixture was then heated to 50° C. for a further 30 minutes, cooled and evaporated to dryness. The resulting solid was triturated with ether and 1,4-dioxane to yield the title compound (20 mg) as a white solid. The reactants are C(C)(=O)OCC.CCCCCC (ethyl acetate hexane), C(C)(C)(C)OC(=O)N1CCCC(C2=CC=3OC(OC3C=C21)(F)F)=O (2,2-Difluoro-9-oxo-6,7,8,9-tetrahydro-1,3-dioxa-5-aza-cyclohepta[f]indene-5-carboxylic acid tert-butyl ester), B.CSC (Borane methyl sulfide), B1(N2CCC[C@@H]2C(O1)(C3=CC=CC=C3)C4=CC=CC=C4)C ((R)-2-methyl-CBS-oxazaborolidine). Solvent: C1CCOC1 (THF), C1CCOC1 (THF). Run at temperature 0 celsius. Product: C(C)(C)(C)OC(=O)N1CCC[C@H](C2=CC=3OC(OC3C=C21)(F)F)O ((R)-2,2-Difluoro-9-hydroxy-6,7,8,9-tetrahydro-1,3-dioxa-5-aza-cyclohepta[f]indene-5-carboxylic acid tert-butyl ester). As a reaction SMILES: [C:1]([O:5][C:6]([N:8]1[C:21]2[C:13](=[CH:14][C:15]3[O:16][C:17]([F:23])([F:22])[O:18][C:19]=3[CH:20]=2)[C:12](=[O:24])[CH2:11][CH2:10][CH2:9]1)=[O:7])([CH3:4])([CH3:3])[CH3:2].B.CSC.B1(C)OC(C2C=CC=CC=2)(C2C=CC=CC=2)[C@@H]2N1CCC2.C(OCC)(=O)C.CCCCCC>C1COCC1>[C:1]([O:5][C:6]([N:8]1[C:21]2[C:13](=[CH:14][C:15]3[O:16][C:17]([F:23])([F:22])[O:18][C:19]=3[CH:20]=2)[C@H:12]([OH:24])[CH2:11][CH2:10][CH2:9]1)=[O:7])([CH3:4])([CH3:2])[CH3:3] |f:1.2,4.5|. Procedure: Add a solution of 2,2-Difluoro-9-oxo-6,7,8,9-tetrahydro-1,3-dioxa-5-aza-cyclohepta[f]indene-5-carboxylic acid tert-butyl ester (2.2 mmol) in THF (20 mL), to a cooled (−78° C.) solution of Borane-methyl sulfide (2.6 mmol) and (R)-2-methyl-CBS-oxazaborolidine (3.3 mmol) in THF (20 mL). After warming slowly to 0° C. for 1 h, quench the reaction with methanol (2 mL). Remove solvent under vacuum and chromatograph using ethyl acetate/hexane (2-35%) to elute. This gives the title compound as a colorles... The reactants are O[C@]12[C@@H](C[C@H]3[C@@H]4CC=C([C@@]4(C)CC[C@@H]3[C@]2(CC=CC1)C)Br)O (5α,6β-Dihydroxy-17-bromo-androsta-2,16-diene), CS(=O)(=O)Cl (methanesulfonic acid chloride), O[C@]12[C@@H](C[C@H]3[C@@H]4CC=C([C@@]4(C)CC[C@@H]3[C@]2(CC=CC1)C)Br)Cl (5α-Hydroxy-6β-chloro-17-bromo-androsta-2,16-diene). The product is O1[C@]23[C@@H]1C[C@H]1[C@@H]4CC=C([C@@]4(C)CC[C@@H]1[C@]3(CC=CC2)C)Br (5α,6α-epoxy-17-bromo-androsta-2,16-diene). Isolated yield 89.0%. Reaction SMILES: O[C@:2]12[CH2:19][CH:18]=[CH:17][CH2:16][C@:15]1([CH3:20])[C@@H:14]1[C@H:5]([C@H:6]3[C@@:10]([CH2:12][CH2:13]1)([CH3:11])[C:9]([Br:21])=[CH:8][CH2:7]3)[CH2:4][C@H:3]2[OH:22].CS(Cl)(=O)=O.O[C@]12CC=CC[C@]1(C)[C@@H]1[C@H]([C@H]3[C@@](CC1)(C)C(Br)=CC3)C[C@H]2Cl>>[O:22]1[C@H:3]2[CH2:4][C@@H:5]3[C@@H:14]([C@@:15]4([CH3:20])[CH2:16][CH:17]=[CH:18][CH2:19][C@:2]124)[CH2:13][CH2:12][C@@:10]1([CH3:11])[C@H:6]3[CH2:7][CH:8]=[C:9]1[Br:21]. Procedure: 95 g (0.258 mole) of 5α,6β-dihydroxy-17-bromo-androsta-2,16-diene obtained as described in section (b) of Example 2 are reacted with 21 ml (0.276 mole) of methanesulfonic acid chloride, as described in section (c) of Example 2, but with the difference that the mixture of products obtained after evaporation of the dichloro methane extract is dissolved in 16-fold amount (calculated on the starting material) of ethanol and the 12% aqueous solution of 19 g of sodium hydroxide is added to the ethanol... Reported procedure: 2.0 of 2-(4,6-dimethoxypyrimidin-2-yl)-3-methyl-N-methylsulfonylbutyric acid amide was placed in a round bottom flask, and was dissolved in 50 ml of DMF. To the resultant solution, was gradually added 0.28 g of 60% sodium hydride, and the mixture was stirred at room temperature for one hour. Thereafter, 1.0 g of chloromethyl ethyl ether was added dropwise to the resultant mixture, and the mixture was stirred at room temperature for 2 hours. The reaction mixture was then poured into ice water, an... As a reaction SMILES: [CH3:1][O:2][C:3]1[CH:8]=[C:7]([O:9][CH3:10])[N:6]=[C:5]([CH:11]([CH:19]([CH3:21])[CH3:20])[C:12]([NH:14][S:15]([CH3:18])(=[O:17])=[O:16])=[O:13])[N:4]=1.[H-].[Na+].[CH2:24]([O:26][CH2:27]Cl)C>CN(C=O)C>[CH3:10][O:9][C:7]1[CH:8]=[C:3]([O:2][CH3:1])[N:4]=[C:5]([CH:11]([CH:19]([CH3:21])[CH3:20])[C:12]([N:14]([CH2:24][O:26][CH3:27])[S:15]([CH3:18])(=[O:17])=[O:16])=[O:13])[N:6]=1 |f:1.2|. Solvent: CN(C)C=O (DMF). Isolated yield 78.3%. Starting materials: C(C)OCCl (chloromethyl ethyl ether), resultant mixture, [H-].[Na+] (sodium hydride), ice water, COC1=NC(=NC(=C1)OC)C(C(=O)NS(=O)(=O)C)C(C)C (2-(4,6-dimethoxypyrimidin-2-yl)-3-methyl-N-methylsulfonylbutyric acid amide), resultant solution. The product is COC1=NC(=NC(=C1)OC)C(C(=O)N(S(=O)(=O)C)COC)C(C)C (2-(4,6-dimethoxypyrimidin-2-yl)-N-methoxymethyl-3-methyl-N-methylsulfonylbutyric acid amide), liquid. Conditions: time 1 hour. Reported procedure: A mixture of 4-chloro-6,7,8,9-tetrahydro-5H-pyrimido[4,5-d]azepine dihydrochloride (0.57 g, 2.2 mmol), 2-chloro-1-(4-cyclobutyl-piperazin-1-yl)-ethanone (0.48 g, 2.2 mmol), K2CO3 (1 g, 7.2 mmol), and NaI (0.33 g, 2.2 mmol) in acetonitrile is stirred overnight at rt. The solvent is evaporated and water is added. The mixture is extracted with DCM. The combined organic layers are dried (MgSO4) and solvent removed in vacuo to give the crude product, which is purified by PTLC (5% MeOH in DCM) to give... As a reaction SMILES: Cl.Cl.[Cl:3][C:4]1[C:14]2[CH2:13][CH2:12][NH:11][CH2:10][CH2:9][C:8]=2[N:7]=[CH:6][N:5]=1.Cl[CH2:16][C:17]([N:19]1[CH2:24][CH2:23][N:22]([CH:25]2[CH2:28][CH2:27][CH2:26]2)[CH2:21][CH2:20]1)=[O:18].C([O-])([O-])=O.[K+].[K+].[Na+].[I-]>C(#N)C>[CH:25]1([N:22]2[CH2:23][CH2:24][N:19]([C:17](=[O:18])[CH2:16][N:11]3[CH2:12][CH2:13][C:14]4[C:4]([Cl:3])=[N:5][CH:6]=[N:7][C:8]=4[CH2:9][CH2:10]3)[CH2:20][CH2:21]2)[CH2:28][CH2:27][CH2:26]1 |f:0.1.2,4.5.6,7.8|. Reaction conditions: time 8 hour. The solvent is C(C)#N (acetonitrile). Starting materials: Cl.Cl.ClC1=NC=NC=2CCNCCC21 (4-chloro-6,7,8,9-tetrahydro-5H-pyrimido[4,5-d]azepine dihydrochloride), ClCC(=O)N1CCN(CC1)C1CCC1 (2-chloro-1-(4-cyclobutyl-piperazin-1-yl)-ethanone), C(=O)([O-])[O-].[K+].[K+] (K2CO3), [Na+].[I-] (NaI). Product: C1(CCC1)N1CCN(CC1)C(CN1CCC2=C(CC1)C(=NC=N2)Cl)=O (7-[2-(4-cyclobutylpiperazin-1-yl)-2-oxoethyl]-4-chloro-6,7,8,9-tetrahydro-5H-pyrimido[4,5-d]azepine).